This data is from the Open Reaction Database (ORD), a public repository of structured organic reaction records. The task is: describe an organic reaction: reactants, conditions, products, and yield Reactants: COC(CN(C1=CC(=CC(=C1)OCCOCCOCCOCC)OCCCCCCCCCCCCCCCCCC)CC(=O)OC)=O (N-(2-methoxy-2-oxoethyl)-N-[3-octadecyloxy-5-(3,6,9-trioxaundec-1-yloxy)phenyl]glycine methyl ester), [OH-].[Na+] (NaOH). The solvent is CO (methanol). The product is C(=O)(O)CN(CC(=O)O)C1=CC(=CC(=C1)OCCCCCCCCCCCCCCCCCC)OCCOCCOCCOCC ((Carboxymethyl)-N-[3-[2-[2-(2-ethoxyethoxy)ethoxy]ethoxy]-5-(octadecyloxy)phenyl]glycine). Isolated yield 96.0%. As a reaction SMILES: C[O:2][C:3](=[O:48])[CH2:4][N:5]([CH2:43][C:44]([O:46]C)=[O:45])[C:6]1[CH:11]=[C:10]([O:12][CH2:13][CH2:14][O:15][CH2:16][CH2:17][O:18][CH2:19][CH2:20][O:21][CH2:22][CH3:23])[CH:9]=[C:8]([O:24][CH2:25][CH2:26][CH2:27][CH2:28][CH2:29][CH2:30][CH2:31][CH2:32][CH2:33][CH2:34][CH2:35][CH2:36][CH2:37][CH2:38][CH2:39][CH2:40][CH2:41][CH3:42])[CH:7]=1.[OH-].[Na+]>CO>[C:44]([CH2:43][N:5]([C:6]1[CH:7]=[C:8]([O:24][CH2:25][CH2:26][CH2:27][CH2:28][CH2:29][CH2:30][CH2:31][CH2:32][CH2:33][CH2:34][CH2:35][CH2:36][CH2:37][CH2:38][CH2:39][CH2:40][CH2:41][CH3:42])[CH:9]=[C:10]([O:12][CH2:13][CH2:14][O:15][CH2:16][CH2:17][O:18][CH2:19][CH2:20][O:21][CH2:22][CH3:23])[CH:11]=1)[CH2:4][C:3]([OH:48])=[O:2])([OH:46])=[O:45] |f:1.2|. Procedure: A solution of 1.76 g (2.58 mmol) of N-(2-methoxy-2-oxoethyl)-N-[3-octadecyloxy-5-(3,6,9-trioxaundec-1-yloxy)phenyl]glycine methyl ester and 2.2 ml (12.9 mmol) of 6 N NaOH in 75 ml of methanol was kept at room temperature for 70 hours. The solvent was removed at reduced pressure and the residue was acidified to pH 2. The product was extracted with ethyl acetate and the dried extract was concentrated at reduced pressure to a solid which was triturated with hexane and filtered to give 1.62 g (96% y... Starting materials: Cc1nc(-c2ccc(C(=O)O)cc2)no1, Cc1ccccc1, CN(C)C=O, O=S(Cl)Cl. The product is Cc1nc(-c2ccc(C(=O)Cl)cc2)no1. RXN SMILES: [CH3:10][c:11]1[n:12][c:13](-[c:16]2[cH:17][cH:18][c:19]([C:20](=[O:21])[OH:22])[cH:23][cH:24]2)[n:14][o:15]1.[CH3:25][c:26]1[cH:27][cH:28][cH:29][cH:30][cH:31]1.[O:5]=[CH:6][N:7]([CH3:8])[CH3:9].[S:1]([Cl:2])([Cl:3])=[O:4]>>[Cl:3][C:20]([c:19]1[cH:18][cH:17][c:16](-[c:13]2[n:12][c:11]([CH3:10])[o:15][n:14]2)[cH:24][cH:23]1)=[O:21]. Reactants: CCOC(=O)COc1ccc(CCCN(C)S(=O)(=O)c2sc3ccc(Cl)cc3c2C)cc1C, C1CCOC1, Cl, [Li+], [OH-], O. Yields the product Cc1cc(CCCN(C)S(=O)(=O)c2sc3ccc(Cl)cc3c2C)ccc1OCC(=O)O. As a reaction SMILES: [CH2:1]([CH3:2])[O:3][C:4]([CH2:5][O:6][c:7]1[c:8]([CH3:32])[cH:9][c:10]([CH2:13][CH2:14][CH2:15][N:16]([CH3:17])[S:18](=[O:19])(=[O:20])[c:21]2[c:22]([CH3:31])[c:23]3[c:24]([s:25]2)[cH:26][cH:27][c:28]([Cl:30])[cH:29]3)[cH:11][cH:12]1)=[O:33].[CH2:37]1[O:38][CH2:39][CH2:40][CH2:41]1.[ClH:36].[Li+:35].[OH-:34].[OH2:42]>>[O:3]=[C:4]([CH2:5][O:6][c:7]1[c:8]([CH3:32])[cH:9][c:10]([CH2:13][CH2:14][CH2:15][N:16]([CH3:17])[S:18](=[O:19])(=[O:20])[c:21]2[c:22]([CH3:31])[c:23]3[c:24]([s:25]2)[cH:26][cH:27][c:28]([Cl:30])[cH:29]3)[cH:11][cH:12]1)[OH:33].